This data is from the Open Reaction Database (ORD), a public repository of structured organic reaction records. The task is: describe an organic reaction: reactants, conditions, products, and yield Procedure details: 6-Methylanthranilic acid (5 g, 33 mmol) and formamidine acetate (0.4 g, 41 mmol) were refluxed in 2-ethyoxyethanol (50 ml) for 16 h. On cooling the solvent was removed in vacuo, the residue slurried in diethyl ether, the solid filtered, washed with diethyl ether and dried to yield 3.6 g of the title compound. δH (DMSO d6), 7.97 (1H, s), 7.60 (1H, dd, J 7.9, 7.6 Hz), 7.43 (1H, d, J 8.0 Hz), 7.21 (1H, d, J 7.3 Hz), 2.76 (3H, s); m/z (ES+70V)161 (MH+). The reactants are CC=1C=CC=C(C1C(=O)O)N (6-Methylanthranilic acid), C(C)(=O)O.C(=N)N (formamidine acetate). RXN SMILES: [CH3:1][C:2]1[CH:3]=[CH:4][CH:5]=[C:6]([NH2:11])[C:7]=1[C:8](O)=[O:9].C(O)(=O)C.[CH:16](N)=[NH:17]>C(OCCO)C>[CH3:1][C:2]1[CH:3]=[CH:4][CH:5]=[C:6]2[C:7]=1[C:8](=[O:9])[NH:17][CH:16]=[N:11]2 |f:1.2|. The solvent is C(C)OCCO (2-ethyoxyethanol). The product is CC1=C2C(NC=NC2=CC=C1)=O (5-Methyl-4-[3H]quinazolinone). Isolated yield 68.1%. The product is COCCOc1cc2nccc(Oc3ccc(NC(=O)Nc4cc(C)on4)cc3)c2cc1C#N. Reaction SMILES: [CH3:26][c:27]1[cH:28][c:29]([NH:32][C:33]([O:34][c:36]2[cH:37][cH:38][cH:39][cH:40][cH:41]2)=[O:35])[n:30][o:31]1.[CH3:51][c:52]1[cH:53][cH:54][cH:55][cH:56][cH:57]1.[CH:42]([N:43]([CH:44]([CH3:45])[CH3:46])[CH2:47][CH3:48])([CH3:49])[CH3:50].[NH2:1][c:2]1[cH:3][cH:4][c:5]([O:6][c:7]2[cH:8][cH:9][n:10][c:11]3[cH:12][c:13]([O:19][CH2:20][CH2:21][O:22][CH3:23])[c:14]([C:17]#[N:18])[cH:15][c:16]23)[cH:24][cH:25]1>>[NH:1]([c:2]1[cH:3][cH:4][c:5]([O:6][c:7]2[cH:8][cH:9][n:10][c:11]3[cH:12][c:13]([O:19][CH2:20][CH2:21][O:22][CH3:23])[c:14]([C:17]#[N:18])[cH:15][c:16]23)[cH:24][cH:25]1)[C:33]([NH:32][c:29]1[cH:28][c:27]([CH3:26])[o:31][n:30]1)=[O:34]. Starting materials: Cc1cc(NC(=O)Oc2ccccc2)no1, Cc1ccccc1, CCN(C(C)C)C(C)C, COCCOc1cc2nccc(Oc3ccc(N)cc3)c2cc1C#N. Starting materials: CC(=O)NC(CO)(CO)CCCc1ccc([N+](=O)[O-])cc1, CO, Cl, [OH-]. Yields the product NC(CO)(CO)CCCc1ccc([N+](=O)[O-])cc1. As a reaction SMILES: [C:1](=[O:2])([CH3:3])[NH:4][C:5]([CH2:6][OH:7])([CH2:8][OH:9])[CH2:10][CH2:11][CH2:12][c:13]1[cH:14][cH:15][c:16]([N+:19](=[O:20])[O-:21])[cH:17][cH:18]1.[CH3:24][OH:25].[ClH:23].[OH-:22]>>[NH2:4][C:5]([CH2:6][OH:7])([CH2:8][OH:9])[CH2:10][CH2:11][CH2:12][c:13]1[cH:14][cH:15][c:16]([N+:19](=[O:20])[O-:21])[cH:17][cH:18]1.